Dataset: the Open Reaction Database (ORD), a public repository of structured organic reaction records. Task: describe an organic reaction: reactants, conditions, products, and yield The reactants are CC1=CC2=CC=CC=C2C12CCN(CC2)C(=O)C=2C=NC=1N(C2NC2=CC=CC=C2)N=CC1C(=O)O (6-(2-Methylspiro[inden-1,4′-piperidine]-1′-ylcarbonyl)-7-phenylaminopyrazolo[1,5-a]pyrimidine-3-carboxylic acid), C(C)S(=O)(=O)N (ethanesulfonamide). Product: CC1=CC2=CC=CC=C2C12CCN(CC2)C(=O)C=2C=NC=1N(C2NC2=CC=CC=C2)N=CC1C(=O)NS(=O)(=O)CC (N-[6-(2-Methylspiro[inden-1,4′-piperidine]-1′-ylcarbonyl)-7-phenylaminopyrazolo[1,5-a]pyrimidine-3-carbonyl]ethanesulfonamide). Isolated yield 63.4%. Reaction SMILES: [CH3:1][C:2]1[C:10]2([CH2:15][CH2:14][N:13]([C:16]([C:18]3[CH:19]=[N:20][C:21]4[N:22]([N:31]=[CH:32][C:33]=4[C:34](O)=[O:35])[C:23]=3[NH:24][C:25]3[CH:30]=[CH:29][CH:28]=[CH:27][CH:26]=3)=[O:17])[CH2:12][CH2:11]2)[C:9]2[C:4](=[CH:5][CH:6]=[CH:7][CH:8]=2)[CH:3]=1.[CH2:37]([S:39]([NH2:42])(=[O:41])=[O:40])[CH3:38]>>[CH3:1][C:2]1[C:10]2([CH2:11][CH2:12][N:13]([C:16]([C:18]3[CH:19]=[N:20][C:21]4[N:22]([N:31]=[CH:32][C:33]=4[C:34]([NH:42][S:39]([CH2:37][CH3:38])(=[O:41])=[O:40])=[O:35])[C:23]=3[NH:24][C:25]3[CH:30]=[CH:29][CH:28]=[CH:27][CH:26]=3)=[O:17])[CH2:14][CH2:15]2)[C:9]2[C:4](=[CH:5][CH:6]=[CH:7][CH:8]=2)[CH:3]=1. Procedure details: In the same manner as in Example 1, step 6 and using 6-(2-methylspiro[inden-1,4′-piperidine]-1′-ylcarbonyl)-7-phenylaminopyrazolo[1,5-a]pyrimidine-3-carboxylic acid (0.090 g, 0.188 mmol) obtained in Example 114, step 4 and ethanesulfonamide (0.102 g, 0.939 mmol), the title compound (0.068 g, 63%) was obtained. The reactants are 1-methyl-piperidyl-4-yl-amine, F[B-](F)(F)F.N1(N=NC2=C1C=CC=C2)OC(=[N+](C)C)N(C)C (O-(benzotriazol-1-yl)-N,N,N′,N′-tetra methyluronium tetrafluoroborate), C(C)(C)N(CC)C(C)C (diisopropylethylamine), [Cl-].[Na+] (sodium chloride), C1(CCCC1)N1[C@@H](C(N(C=2C=NC(=NC12)NC=1C=CC(=C2CC(OC21)CN(C)C)C(=O)O)C)=O)CC (7-[[(7R)-8-cyclopentyl-7-ethyl-5-methyl-6-oxo-7H-pteridin-2-yl]amino]-2-(dimethylaminomethyl)-2,3-dihydrobenzofuran-4-carboxylic acid). Run in ClCCl (dichloromethane). Conditions: time 2 hour. The product is C1(CCCC1)N1[C@@H](C(N(C=2C=NC(=NC12)NC=1C=CC(=C2CC(OC21)CN(C)C)C(=O)NC2CCN(CC2)C)C)=O)CC (7-[[(7R)-8-cyclopentyl-7-ethyl-5-methyl-6-oxo-7H-pteridin-2-yl]amino]-2-(dimethylaminomethyl)-N-(1-methyl-4-piperidyl)-2,3-dihydrobenzofuran-4-carboxamide). Yield: 76.2%. Reaction SMILES: [CH:1]1([N:6]2[C:15]3[N:14]=[C:13]([NH:16][C:17]4[CH:18]=[CH:19][C:20]([C:30](O)=[O:31])=[C:21]5[C:25]=4[O:24][CH:23]([CH2:26][N:27]([CH3:29])[CH3:28])[CH2:22]5)[N:12]=[CH:11][C:10]=3[N:9]([CH3:33])[C:8](=[O:34])[C@H:7]2[CH2:35][CH3:36])[CH2:5][CH2:4][CH2:3][CH2:2]1.F[B-](F)(F)F.[N:42]1(OC(N(C)C)=[N+](C)C)[C:46]2[CH:47]=[CH:48]C=[CH:50][C:45]=2N=N1.[CH:59]([N:62](C(C)C)CC)(C)C.[Cl-].[Na+]>ClCCl>[CH:1]1([N:6]2[C:15]3[N:14]=[C:13]([NH:16][C:17]4[CH:18]=[CH:19][C:20]([C:30]([NH:42][CH:46]5[CH2:45][CH2:50][N:62]([CH3:59])[CH2:48][CH2:47]5)=[O:31])=[C:21]5[C:25]=4[O:24][CH:23]([CH2:26][N:27]([CH3:29])[CH3:28])[CH2:22]5)[N:12]=[CH:11][C:10]=3[N:9]([CH3:33])[C:8](=[O:34])[C@H:7]2[CH2:35][CH3:36])[CH2:5][CH2:4][CH2:3][CH2:2]1 |f:1.2,4.5|. Reported procedure: 7-[[(7R)-8-Cyclopentyl-7-ethyl-5-methyl-6-oxo-7H-pteridin-2-yl]amino]-2-(dimethylaminomethyl)-2,3-dihydrobenzofuran-4-carboxylic acid 29j (30 mg, 0.06 mmol) was dissolved in 10 mL of dichloromethane followed by the addition of 1-methyl-piperidyl-4-yl-amine (7 mg, 0.06 mmol), O-(benzotriazol-1-yl)-N,N,N′,N′-tetra methyluronium tetrafluoroborate (20 mg, 0.06 mmol) and diisopropylethylamine (24 mg, 0.18 mmol). The reaction solution was stirred for 2 hours. The resulting solution was added with 10 m... Starting materials: saturated solution, Cl (HCl), CO (methanol), O[C@@H]1C2=C([C@@H]3N(C4=C1C=CC=C4)CCN(C3)C)C=CC=C2 (cis-10-hydroxy-2-methyl-1,2,3,4,10,14b-hexahydrodibenzo[c,f]pyrazino[1,2-a]azepine), CO (methanol). Run at time 1 hour. The product is Cl.CO[C@@H]1C2=C([C@@H]3N(C4=C1C=CC=C4)CCN(C3)C)C=CC=C2 (Cis-10-methoxy-2-methyl-1,2,3,4,10,14b-hexahydrodibenzo[c,f]pyrazino[1,2-a]azepine hydrochloride). As a reaction SMILES: [OH:1][C@H:2]1[C:8]2[CH:9]=[CH:10][CH:11]=[CH:12][C:7]=2[N:6]2[CH2:13][CH2:14][N:15]([CH3:17])[CH2:16][C@@H:5]2[C:4]2[CH:18]=[CH:19][CH:20]=[CH:21][C:3]1=2.[ClH:22].[CH3:23]O>>[ClH:22].[CH3:23][O:1][C@H:2]1[C:8]2[CH:9]=[CH:10][CH:11]=[CH:12][C:7]=2[N:6]2[CH2:13][CH2:14][N:15]([CH3:17])[CH2:16][C@@H:5]2[C:4]2[CH:18]=[CH:19][CH:20]=[CH:21][C:3]1=2 |f:3.4|. Reported procedure: 1 g cis-10-hydroxy-2-methyl-1,2,3,4,10,14b-hexahydrodibenzo[c,f]pyrazino[1,2-a]azepine is suspended in 25 ml methanol, after which 2 ml of a saturated solution of HCl in methanol is added and the mixture is boiled for about 1 hour with exclusion of moisture. The solution is evaporated to dryness under vacuum and the residue is crystallized from methanol. Yield 300 mg. Melting point of the HCl salt: 247°-251° C.; melting point free base 182°-184° C. Starting materials: O=C(CBr)c1ccc(O)c(CO)c1, C1CCOC1, O, c1ccc(CNCCCCCCOCCCc2ncccc2OCc2ccccc2)cc1. The product is O=C(CN(CCCCCCOCCCc1ncccc1OCc1ccccc1)Cc1ccccc1)c1ccc(O)c(CO)c1. As a reaction SMILES: [Br:1][CH2:2][C:3](=[O:4])[c:5]1[cH:6][c:7]([CH2:12][OH:13])[c:8]([OH:11])[cH:9][cH:10]1.[CH2:47]1[O:48][CH2:49][CH2:50][CH2:51]1.[OH2:46].[c:14]1([CH2:20][O:21][c:22]2[c:23]([CH2:28][CH2:29][CH2:30][O:31][CH2:32][CH2:33][CH2:34][CH2:35][CH2:36][CH2:37][NH:38][CH2:39][c:40]3[cH:41][cH:42][cH:43][cH:44][cH:45]3)[n:24][cH:25][cH:26][cH:27]2)[cH:15][cH:16][cH:17][cH:18][cH:19]1>>[CH2:2]([C:3](=[O:4])[c:5]1[cH:6][c:7]([CH2:12][OH:13])[c:8]([OH:11])[cH:9][cH:10]1)[N:38]([CH2:37][CH2:36][CH2:35][CH2:34][CH2:33][CH2:32][O:31][CH2:30][CH2:29][CH2:28][c:23]1[c:22]([O:21][CH2:20][c:14]2[cH:15][cH:16][cH:17][cH:18][cH:19]2)[cH:27][cH:26][cH:25][n:24]1)[CH2:39][c:40]1[cH:41][cH:42][cH:43][cH:44][cH:45]1. Reagents/catalysts: [Fe](Cl)(Cl)Cl (iron(III) chloride). Product: COCC(=O)N(C1=C(C(=CC=C1C)Cl)C)C1C(OCC1)=O (N-methoxyacetyl-N-(2-oxotetrahydro-3-furyl)-3-chloro-2,6-dimethylaniline). The solvent is C(=O)O (formic acid). Reactants: ClCl (chlorine), COCC(=O)N(C1=C(C=CC=C1C)C)C1C(OCC1)=O (N-methoxyacetyl-N-(2-oxotetrahydro-3-furyl)-2,6-dimethylaniline), ClCl (chlorine). Isolated yield 92.1%. Procedure: Over 2 hours, 74.6 g (1.05 moles) of chlorine are introduced at 25°-30° C. into a solution of 277 g (1.0 mole) of N-methoxyacetyl-N-(2-oxotetrahydro-3-furyl)-2,6-dimethylaniline and 5 g of iron(III) chloride in 300 ml of 85% formic acid. The reaction is exothermic and virtually no gas evolves. When the addition of chlorine is complete, the reaction mixture is stirred for 30 minutes at 25° C., the formic acid is then distilled off in vacuo, the residue is taken up in 500 ml of toluene and the tol... Reaction SMILES: [Cl:1]Cl.[CH3:3][O:4][CH2:5][C:6]([N:8]([CH:17]1[CH2:21][CH2:20][O:19][C:18]1=[O:22])[C:9]1[C:14]([CH3:15])=[CH:13][CH:12]=[CH:11][C:10]=1[CH3:16])=[O:7]>C(O)=O.[Fe](Cl)(Cl)Cl>[CH3:3][O:4][CH2:5][C:6]([N:8]([CH:17]1[CH2:21][CH2:20][O:19][C:18]1=[O:22])[C:9]1[C:14]([CH3:15])=[CH:13][CH:12]=[C:11]([Cl:1])[C:10]=1[CH3:16])=[O:7]. Conditions: temperature 25 celsius, time 2 hour. Reactants: CC(C)(C)c1ccc(CBr)cc1, CCOC(=O)c1cc2cc(Cl)ccc2[nH]1, [H-], [Na+], CN(C)C=O. The product is CCOC(=O)c1cc2cc(Cl)ccc2n1Cc1ccc(C(C)(C)C)cc1. Reaction SMILES: [C:18]([CH3:19])([CH3:20])([CH3:21])[c:22]1[cH:23][cH:24][c:25]([CH2:26][Br:27])[cH:28][cH:29]1.[Cl:1][c:2]1[cH:3][c:4]2[cH:5][c:6]([C:11](=[O:12])[O:13][CH2:14][CH3:15])[nH:7][c:8]2[cH:9][cH:10]1.[H-:17].[Na+:16].[O:30]=[CH:31][N:32]([CH3:33])[CH3:34]>>[Cl:1][c:2]1[cH:3][c:4]2[cH:5][c:6]([C:11](=[O:12])[O:13][CH2:14][CH3:15])[n:7]([CH2:26][c:25]3[cH:24][cH:23][c:22]([C:18]([CH3:19])([CH3:20])[CH3:21])[cH:29][cH:28]3)[c:8]2[cH:9][cH:10]1. The reactants are C1=CC=CC=2NC3=CC=CC=C3CC12 (acridan), C(C)(C)(C)P(C(C)(C)C)C(C)(C)C (tri-t-butylphosphine), CC(C)([O-])C.[Na+] (sodium t-butoxide), BrC1=CC=C(C=C1)C=1SC2=C(N1)C=CC=C2 (2-(4-bromophenyl)benzothiazole). Reagents/catalysts: CC(=O)[O-].CC(=O)[O-].[Pd+2] (Pd(OAc)2). The solvent is C1(=CC=CC=C1)C (toluene). Run at time 1 hour. Product: S1C(=NC2=C1C=CC=C2)C2=CC=C(C=C2)N2C=1C=CC=CC1CC1=CC=CC=C21 (N-[4-(Benzothiazol-2-yl)-phenyl]acridan). RXN SMILES: [CH:1]1[C:14]2[CH2:13][C:12]3[C:7](=[CH:8][CH:9]=[CH:10][CH:11]=3)[NH:6][C:5]=2[CH:4]=[CH:3][CH:2]=1.C(P(C(C)(C)C)C(C)(C)C)(C)(C)C.CC(C)([O-])C.[Na+].Br[C:35]1[CH:40]=[CH:39][C:38]([C:41]2[S:42][C:43]3[CH:49]=[CH:48][CH:47]=[CH:46][C:44]=3[N:45]=2)=[CH:37][CH:36]=1>C1(C)C=CC=CC=1.CC([O-])=O.CC([O-])=O.[Pd+2]>[S:42]1[C:43]2[CH:49]=[CH:48][CH:47]=[CH:46][C:44]=2[N:45]=[C:41]1[C:38]1[CH:39]=[CH:40][C:35]([N:6]2[C:7]3[C:12](=[CH:11][CH:10]=[CH:9][CH:8]=3)[CH2:13][C:14]3[CH:1]=[CH:2][CH:3]=[CH:4][C:5]2=3)=[CH:36][CH:37]=1 |f:2.3,6.7.8|. Reported procedure: A mixture of 3.74 g of acridan (20 mmol), 69 mg of Pd(OAc)2 (0.3 mmol), 44 mg of tri-t-butylphosphine (0.22 mmol), 2.88 g of sodium t-butoxide (30 mmol), and 6.0 g of 2-(4-bromophenyl)benzothiazole (20 mmol) in 60 mL of toluene was stirred at room temperature for 1 h under inert atmosphere, followed by heating at 50° C. for 1 h. The reaction mixture was cooled to room temperature, filtered and concentrated under reduced pressure. The crude product was purified by column chromatography with 15% e...